From a dataset of the Open Reaction Database (ORD), a public repository of structured organic reaction records. describe an organic reaction: reactants, conditions, products, and yield Starting materials: Cl, CC(C)(C)OC(=O)N1CCCCC1C(=O)Nc1ccc(N)c([N+](=O)[O-])c1, C1COCCO1. The product is Cl, Nc1ccc(NC(=O)C2CCCCN2)cc1[N+](=O)[O-]. RXN SMILES: [ClH:27].[NH2:1][c:2]1[c:3]([N+:24](=[O:25])[O-:26])[cH:4][c:5]([NH:8][C:9](=[O:10])[CH:11]2[N:12]([C:17]([O:18][C:19]([CH3:20])([CH3:21])[CH3:22])=[O:23])[CH2:13][CH2:14][CH2:15][CH2:16]2)[cH:6][cH:7]1.[O:28]1[CH2:29][CH2:30][O:31][CH2:32][CH2:33]1>>[ClH:27].[NH2:1][c:2]1[c:3]([N+:24](=[O:25])[O-:26])[cH:4][c:5]([NH:8][C:9](=[O:10])[CH:11]2[NH:12][CH2:13][CH2:14][CH2:15][CH2:16]2)[cH:6][cH:7]1. Starting materials: CS(=O)(=O)O (methanesulfonic acid), COC=1C=C(C=CC1)SCC(CCC1=CC=CC=C1)=O (1-(3-methoxyphenyl)thio-4-phenyl-2-butanone), [OH-].[Na+] (NaOH), C(C)(C)(C)OC (methyl tert-butyl ether). Solvent: C(Cl)Cl (CH2Cl2), C(Cl)Cl (CH2Cl2). Reaction conditions: time 20 minute. The product is C1(=CC=CC=C1)CCC1=CSC2=C1C=CC(=C2)OC (3-(2-Phenylethyl)-6-methoxy-benzothiophene). As a reaction SMILES: [CH3:1][O:2][C:3]1[CH:4]=[C:5]([S:9][CH2:10][C:11](=O)[CH2:12][CH2:13][C:14]2[CH:19]=[CH:18][CH:17]=[CH:16][CH:15]=2)[CH:6]=[CH:7][CH:8]=1.CS(O)(=O)=O.[OH-].[Na+].C(OC)(C)(C)C>C(Cl)Cl>[C:14]1([CH2:13][CH2:12][C:11]2[C:6]3[CH:7]=[CH:8][C:3]([O:2][CH3:1])=[CH:4][C:5]=3[S:9][CH:10]=2)[CH:19]=[CH:18][CH:17]=[CH:16][CH:15]=1 |f:2.3|. Reported procedure: The product from Step C (8.495 grams), dissolved in dry CH2Cl2 (85 mL) was added dropwise to a 0° C. CH2Cl2 solution (34mL) of methanesulfonic acid (17 mL). The reaction was kept at 0° C. for 20 minutes, then briefly warmed to ambient temperature. The reaction was rapidly poured into a vigorously stirred cold mixture of excess 5N NaOH and methyl tert-butyl ether. The organic was dried over magnesium sulfate and filtered. Concentration and chromatography over silica gel (5:1 hex/CH2Cl2) gave the ... Starting materials: C(C)O (ethanol), O=C(CC(C(=O)OCC1=CC=CC=C1)CC1=CC=CC=C1)N1CC=2C(C1)=CSC2 (phenylmethyl γ-oxo-α-(phenylmethyl)-5,6-dihydro-4H-thieno[3,4-c]pyrrole-5-butanoate), [OH-].[Na+] (sodium hydroxide). RXN SMILES: C(O)C.[O:4]=[C:5]([N:25]1[CH2:29][C:28]2=[CH:30][S:31][CH:32]=[C:27]2[CH2:26]1)[CH2:6][CH:7]([CH2:18][C:19]1[CH:24]=[CH:23][CH:22]=[CH:21][CH:20]=1)[C:8]([O:10]CC1C=CC=CC=1)=[O:9].[OH-].[Na+]>O1CCCC1>[O:4]=[C:5]([N:25]1[CH2:26][C:27]2=[CH:32][S:31][CH:30]=[C:28]2[CH2:29]1)[CH2:6][CH:7]([CH2:18][C:19]1[CH:24]=[CH:23][CH:22]=[CH:21][CH:20]=1)[C:8]([OH:10])=[O:9] |f:2.3|. Solvent: O1CCCC1 (tetrahydrofuran). The yield is 75.0%. Product: O=C(CC(C(=O)O)CC1=CC=CC=C1)N1CC=2C(C1)=CSC2 (γ-oxo-α-(phenylmethyl)-5,6-dihydro-4H-thieno[3,4-c]pyrrole-5-butanoic acid). Reaction conditions: time 1 hour. Procedure details: 15 ml of ethanol are added to a solution of 1.22 g (3 mmol) of phenylmethyl γ-oxo-α-(phenylmethyl)-5,6-dihydro-4H-thieno[3,4-c]pyrrole-5-butanoate in 15 ml of tetrahydrofuran, followed, at 0° C., by a solution of 0.36 g (9 mmol) of sodium hydroxide. After 1 h at room temperature, the medium is concentrated to about 15 ml, 15 ml of water are added and then the mixture is acidfied with 2N hydrochloric acid to pH 2 and extracted with three times 25 ml of ethyl acetate. The organic phases are pooled... The reactants are CC(=O)OC(C)=O, ClCCl, CC(C)(C)OC(=O)NC1CCN(Cc2cccc(N)c2)C1, O, c1ccncc1. Product: CC(=O)Nc1cccc(CN2CCC(NC(=O)OC(C)(C)C)C2)c1. As a reaction SMILES: [CH3:28][C:29](=[O:30])[O:31][C:32](=[O:33])[CH3:34].[Cl:36][CH2:37][Cl:38].[NH2:1][c:2]1[cH:3][c:4]([CH2:5][N:6]2[CH2:7][CH:8]([NH:11][C:12]([O:13][C:14]([CH3:15])([CH3:16])[CH3:17])=[O:18])[CH2:9][CH2:10]2)[cH:19][cH:20][cH:21]1.[OH2:35].[cH:22]1[cH:23][cH:24][n:25][cH:26][cH:27]1>>[NH:1]([c:2]1[cH:3][c:4]([CH2:5][N:6]2[CH2:7][CH:8]([NH:11][C:12]([O:13][C:14]([CH3:15])([CH3:16])[CH3:17])=[O:18])[CH2:9][CH2:10]2)[cH:19][cH:20][cH:21]1)[C:29]([CH3:28])=[O:30]. The reactants are CCCS(=O)(=O)Nc1nn(C(=O)OC(C)(C)C)c2ccc(C3C(C#N)=C(C)NC(C)=C3C#N)cc12, ClCCl, O=C(O)C(F)(F)F. Yields the product CCCS(=O)(=O)Nc1n[nH]c2ccc(C3C(C#N)=C(C)NC(C)=C3C#N)cc12. Reaction SMILES: [C:1](#[N:2])[C:3]1=[C:4]([CH3:35])[NH:5][C:6]([CH3:34])=[C:7]([C:32]#[N:33])[CH:8]1[c:9]1[cH:10][c:11]2[c:12]([NH:25][S:26](=[O:27])(=[O:28])[CH2:29][CH2:30][CH3:31])[n:13][n:14]([C:18]([O:19][C:20]([CH3:21])([CH3:22])[CH3:23])=[O:24])[c:15]2[cH:16][cH:17]1.[Cl:43][CH2:44][Cl:45].[OH:36][C:37]([C:38]([F:39])([F:40])[F:41])=[O:42]>>[C:1](#[N:2])[C:3]1=[C:4]([CH3:35])[NH:5][C:6]([CH3:34])=[C:7]([C:32]#[N:33])[CH:8]1[c:9]1[cH:10][c:11]2[c:12]([NH:25][S:26](=[O:27])(=[O:28])[CH2:29][CH2:30][CH3:31])[n:13][nH:14][c:15]2[cH:16][cH:17]1. Reactants: Cl (HCl), BrC=1C=C(OC1)C(OCC)OCC (4-bromo-2-(diethoxymethyl)furan), B(OC(C)C)(OC(C)C)OC(C)C (triisopropyl borate), C(C)(CC)[Li] (sec-butyllithium). The solvent is CCOCC (ether). Conditions: temperature -78 celsius, time 30 minute. Product: C(=O)C1=CC=C(O1)B(O)O (5-Formyl-2-furan boronic acid). Isolated yield 98.2%. As a reaction SMILES: Br[C:2]1[CH:3]=[C:4]([CH:7]([O:11]CC)OCC)[O:5][CH:6]=1.C([Li])(CC)C.[B:19](OC(C)C)([O:24]C(C)C)[O:20]C(C)C.Cl>CCOCC>[CH:7]([C:4]1[O:5][C:6]([B:19]([OH:24])[OH:20])=[CH:2][CH:3]=1)=[O:11]. Reported procedure: An amount of 1.0 g (4.1 mmol) of 4-bromo-2-(diethoxymethyl)furan, is dissolved in ether (15 mL) and cooled to −78° C. To this is added 4.3 mL (6.02 mmol) of sec-butyllithium. After stirring at −78° C. for 30 minutes, triisopropyl borate (1.10 mL, 5.01 mmol) is added dropwise. The mixture is stirred at −78° C. for 1.5 hours and brought to room temperature for 2 hours. The mixture is hydrolyzed with 2N HCl and stirred at room temperature for 1 hour. The ether layer is separated and the water layer... Procedure details: The title compound was prepared in 85% yield from ethyl 3-(2-hydroxyphenyl)propionate and 4-chlorobutyl bromide according to the procedure of Preparation 36 followed by treatment with sodium iodide; the product was an oil. NMR. Yields the product ICCCCOC1=C(C=CC=C1)CCC(=O)OCC (Ethyl 3-(2-(4-iodobutoxy)phenyl)propionate). Reaction SMILES: [OH:1][C:2]1[CH:7]=[CH:6][CH:5]=[CH:4][C:3]=1[CH2:8][CH2:9][C:10]([O:12][CH2:13][CH3:14])=[O:11].Cl[CH2:16][CH2:17][CH2:18][CH2:19]Br.[I-:21].[Na+]>>[I:21][CH2:16][CH2:17][CH2:18][CH2:19][O:1][C:2]1[CH:7]=[CH:6][CH:5]=[CH:4][C:3]=1[CH2:8][CH2:9][C:10]([O:12][CH2:13][CH3:14])=[O:11] |f:2.3|. The reactants are OC1=C(C=CC=C1)CCC(=O)OCC (ethyl 3-(2-hydroxyphenyl)propionate), ClCCCCBr (4-chlorobutyl bromide), [I-].[Na+] (sodium iodide). Yield: 85.0%.